From a dataset of the Open Reaction Database (ORD), a public repository of structured organic reaction records. describe an organic reaction: reactants, conditions, products, and yield Starting materials: O=c1[nH]c2ncc(Br)cc2o1, CC1CCN(C(=O)Cl)CC1. The product is CC1CCN(C(=O)n2c(=O)oc3cc(Br)cnc32)CC1. Reaction SMILES: [Br:1][c:2]1[cH:3][c:4]2[c:5]([n:6][cH:7]1)[nH:8][c:9](=[O:11])[o:10]2.[CH3:12][CH:13]1[CH2:14][CH2:15][N:16]([C:19](=[O:20])[Cl:21])[CH2:17][CH2:18]1>>[Br:1][c:2]1[cH:3][c:4]2[c:5]([n:6][cH:7]1)[n:8]([C:19]([N:16]1[CH2:15][CH2:14][CH:13]([CH3:12])[CH2:18][CH2:17]1)=[O:20])[c:9](=[O:11])[o:10]2.